Dataset: the Open Reaction Database (ORD), a public repository of structured organic reaction records. Task: describe an organic reaction: reactants, conditions, products, and yield Starting materials: ClC1=NC2=CC=C(C=C2C=C1C(=O)O)Cl (2,6-dichloroquinoline-3-carboxylic acid), C(C(C(=O)O)N)N (DL-2,3-diaminopropionic acid). Yields the product [NH4+].C(=O)(O)C(CNC1=NC2=CC=C(C=C2C=C1C(=O)O)Cl)NC1=NC2=CC=C(C=C2C=C1C(=O)[O-])Cl (2-[1-Carboxy-2-(3-carboxy-6-chloro-quinolin-2-ylamino)-ethylamino]-6-chloro-quinoline-3-carboxylic acid ammonium salt). The yield is 23.0%. RXN SMILES: Cl[C:2]1[C:11]([C:12]([OH:14])=[O:13])=[CH:10][C:9]2[C:4](=[CH:5][CH:6]=[C:7]([Cl:15])[CH:8]=2)[N:3]=1.[CH2:16]([NH2:22])[CH:17]([NH2:21])[C:18]([OH:20])=[O:19]>>[NH4+:3].[C:18]([CH:17]([NH:21][C:2]1[C:11]([C:12]([O-:14])=[O:13])=[CH:10][C:9]2[C:4](=[CH:5][CH:6]=[C:7]([Cl:15])[CH:8]=2)[N:3]=1)[CH2:16][NH:22][C:2]1[C:11]([C:12]([OH:14])=[O:13])=[CH:10][C:9]2[C:4](=[CH:5][CH:6]=[C:7]([Cl:15])[CH:8]=2)[N:3]=1)([OH:20])=[O:19] |f:2.3|. Procedure: In close analogy to the procedure described in Example 1, 2,6-dichloroquinoline-3-carboxylic acid is reacted with DL-2,3-diaminopropionic acid to provide the title compound in 23% yield as yellow needles (recrystallization from MeOH/water/NH4OH). The reactants are C(C)OC(C1=C(N=C(C(=C1NCCCC)N)N)C)=O (5,6-diamino-4-butylamino-2-methylnicotinic acid ethyl ester), C(C)(=O)O (acetic acid), N(=O)[O-].[Na+] (sodium nitrite). Run in O (water), O (water). Conditions: time 8 hour. Yields the product C(C)OC(=O)C=1C(=C2C(=NC1C)NN=N2)NCCCC (7-Butylamino-5-methyl-3H-[1,2,3]-triazolo[4,5-b]pyridine-6-carboxylic acid ethyl ester). As a reaction SMILES: [CH2:1]([O:3][C:4](=[O:19])[C:5]1[C:10]([NH:11][CH2:12][CH2:13][CH2:14][CH3:15])=[C:9]([NH2:16])[C:8]([NH2:17])=[N:7][C:6]=1[CH3:18])[CH3:2].C(O)(=O)C.[N:24]([O-])=O.[Na+]>O>[CH2:1]([O:3][C:4]([C:5]1[C:10]([NH:11][CH2:12][CH2:13][CH2:14][CH3:15])=[C:9]2[N:16]=[N:24][NH:17][C:8]2=[N:7][C:6]=1[CH3:18])=[O:19])[CH3:2] |f:2.3|. Reported procedure: 2.66 g. of 5,6-diamino-4-butylamino-2-methylnicotinic acid ethyl ester (0.01 mol.) are dissolved in 20 ml. of acetic acid and 5 ml. of water. The mixture is cooled to 5° with stirring. At this temperature, a solution of 0.9 g. of sodium nitrite in 5 ml. of water is showly added dropwise. Stirring is continued for an additional 8 hours. The solvent is distilled off and the residue treated with 20 ml. of water and extracted three times with 10 ml. portions of chloroform. The organic layers are dri...